This data is from the Open Reaction Database (ORD), a public repository of structured organic reaction records. The task is: describe an organic reaction: reactants, conditions, products, and yield Starting materials: O=C(O)c1cc(NCc2ccccc2)c(-c2ccccc2)c([N+](=O)[O-])c1, [Na+], [Na+], O, O=S([O-])S(=O)[O-], c1ccncc1. The product is Nc1cc(C(=O)O)cc(NCc2ccccc2)c1-c1ccccc1. RXN SMILES: [CH2:1]([c:2]1[cH:3][cH:4][cH:5][cH:6][cH:7]1)[NH:8][c:9]1[cH:10][c:11]([C:12](=[O:13])[OH:14])[cH:15][c:16]([N+:24]([O-:25])=[O:26])[c:17]1-[c:18]1[cH:19][cH:20][cH:21][cH:22][cH:23]1.[Na+:33].[Na+:34].[OH2:41].[S:27]([S:28]([O-:29])=[O:30])([O-:31])=[O:32].[cH:35]1[cH:36][cH:37][n:38][cH:39][cH:40]1>>[CH2:1]([c:2]1[cH:3][cH:4][cH:5][cH:6][cH:7]1)[NH:8][c:9]1[cH:10][c:11]([C:12](=[O:13])[OH:14])[cH:15][c:16]([NH2:24])[c:17]1-[c:18]1[cH:19][cH:20][cH:21][cH:22][cH:23]1. As a reaction SMILES: [C:1]([C:3]1[CH:8]=[CH:7][C:6]([NH:9][C:10]([NH:12][C:13]2[CH:18]=[CH:17][CH:16]=[CH:15][C:14]=2[Br:19])=[S:11])=[C:5]([OH:20])[CH:4]=1)#[N:2].N1C=CN=C1.[CH3:26][C:27]([Si:30](Cl)([CH3:32])[CH3:31])([CH3:29])[CH3:28]>C1COCC1>[C:1]([C:3]1[CH:8]=[CH:7][C:6]([NH:9][C:10]([NH:12][C:13]2[CH:18]=[CH:17][CH:16]=[CH:15][C:14]=2[Br:19])=[S:11])=[C:5]([O:20][Si:30]([C:27]([CH3:29])([CH3:28])[CH3:26])([CH3:32])[CH3:31])[CH:4]=1)#[N:2]. Isolated yield 84.3%. Product: C(#N)C1=CC(=C(C=C1)NC(=S)NC1=C(C=CC=C1)Br)O[Si](C)(C)C(C)(C)C (N-(4-cyano-2-t-butyldimethylsilanoxyphenyl)-N′-(2-bromophenyl)thio urea). Starting materials: C(#N)C1=CC(=C(C=C1)NC(=S)NC1=C(C=CC=C1)Br)O (N-(4-cyano-2-hydroxyphenyl)-N′-(2-bromophenyl)thio urea), N1C=NC=C1 (imidazole), CC(C)(C)[Si](C)(C)Cl (TBSCl). Conditions: time 1 hour. Reported procedure: To a solution of N-(4-cyano-2-hydroxyphenyl)-N′-(2-bromophenyl)thio urea (3.5 g, 10 mmol) in THF (50 mL) at 0° C. was added imidazole (1.0 g, 15 mmol) and TBSCl (1.5 g, 10 mmol). After 1 h, the reaction mixture quenched with water (100 mL) and extracted with ethyl acetate. The combined organic layers were washed with brine, dried over anhydrous magnesium sulfate and concentrated under reduced pressure. The crude material was crystallized from ethyl acetate to give 3.9 g (84%) of N-(4-cyano-2-t-b... Run in C1CCOC1 (THF). The reactants are N1=CC(=CC=C1)C=CC(=O)O (3-(3-pyridyl)-acrylic acid), C1=CN(C=N1)C(=O)N2C=CN=C2 (CDI), C(C1=CC=CC=C1)(C1=CC=CC=C1)NCCCCN (4-(benzhydryl-amino)-butylamine). Run in C1CCOC1 (THF). The product is C(C1=CC=CC=C1)(C1=CC=CC=C1)NCCCCNC(C=CC=1C=NC=CC1)=O (N-[4-(benzhydryl-amino)-butyl]-3-pyridin-3-yl-acrylamide). Reaction SMILES: [N:1]1[CH:6]=[CH:5][CH:4]=[C:3]([CH:7]=[CH:8][C:9]([OH:11])=O)[CH:2]=1.C1N=CN(C(N2C=NC=C2)=O)C=1.[CH:24]([NH:37][CH2:38][CH2:39][CH2:40][CH2:41][NH2:42])([C:31]1[CH:36]=[CH:35][CH:34]=[CH:33][CH:32]=1)[C:25]1[CH:30]=[CH:29][CH:28]=[CH:27][CH:26]=1>C1COCC1>[CH:24]([NH:37][CH2:38][CH2:39][CH2:40][CH2:41][NH:42][C:9](=[O:11])[CH:8]=[CH:7][C:3]1[CH:2]=[N:1][CH:6]=[CH:5][CH:4]=1)([C:31]1[CH:32]=[CH:33][CH:34]=[CH:35][CH:36]=1)[C:25]1[CH:30]=[CH:29][CH:28]=[CH:27][CH:26]=1. Procedure: Batch size: 1.9 g (12.6 mmol) 3-(3-pyridyl)-acrylic acid, 2.5 g (15.1 mmol) CDI and 3.7 g (14.5 mmol) 4-(benzhydryl-amino)-butylamine in 60 ml abs. THF.